Dataset: the Open Reaction Database (ORD), a public repository of structured organic reaction records. Task: describe an organic reaction: reactants, conditions, products, and yield Procedure: 4-(3-phenylphenylhydrazono)-4H-pyrazole-3,5-diamine was prepared using 123 mg (0.5 mmol) of 2-[(biphenyl-2-yl)hydrazono]malononitrile, which was derived from 2-aminobiphenyl (169 mg, 1.0 mmol) and malononitrile (1.5 mmol), and hydrazine hydrate. Precipitate formed in the reaction tube immediately after the addition of the hydrazine hydrate then the solution cleared. Very little solid remained after heating the reaction at 75° C. for 1 hr, however, analysis of the reaction solution by TLC indicat... The yield is 61.0%. Product: C1(=CC=CC=C1)C=1C=C(C=CC1)NN=C1C(=NN=C1N)N (4-(3-phenylphenylhydrazono)-4H-pyrazole-3,5-diamine), compound. Reactants: C(CC#N)#N (malononitrile), O.NN (hydrazine hydrate), C1(=C(C=CC=C1)NN=C(C#N)C#N)C1=CC=CC=C1 (2-[(biphenyl-2-yl)hydrazono]malononitrile), NC1=C(C=CC=C1)C1=CC=CC=C1 (2-aminobiphenyl), O.NN (hydrazine hydrate). As a reaction SMILES: C1(C2C=CC=CC=2)C=CC=CC=1[NH:7][N:8]=[C:9]([C:12]#[N:13])[C:10]#[N:11].N[C:21]1[CH:26]=[CH:25][CH:24]=[CH:23][C:22]=1[C:27]1[CH:32]=[CH:31][CH:30]=[CH:29][CH:28]=1.C(#N)CC#N.O.[NH2:39][NH2:40]>>[C:22]1([C:27]2[CH:32]=[C:31]([NH:7][N:8]=[C:9]3[C:10]([NH2:11])=[N:40][N:39]=[C:12]3[NH2:13])[CH:30]=[CH:29][CH:28]=2)[CH:23]=[CH:24][CH:25]=[CH:26][CH:21]=1 |f:3.4|. Reactants: CSC(NC)=N[N+](=O)[O-] (S,N-dimethyl-N'-nitroisothiourea), C([O-])([O-])=O.[K+].[K+] (potassium carbonate), C1(=CC=CC=C1)CC(=O)Cl (phenylacetyl chloride). Solvent: CC#N (CH3CN), CC#N (CH3CN). Product: CSC(N(C(CC1=CC=CC=C1)=O)C)=N[N+](=O)[O-] (S,N-dimethyl-N'-nitro-N-phenylacetylisothiourea). Yield: 60.3%. As a reaction SMILES: [CH3:1][S:2][C:3](=[N:6][N+:7]([O-:9])=[O:8])[NH:4][CH3:5].C(=O)([O-])[O-].[K+].[K+].[C:16]1([CH2:22][C:23](Cl)=[O:24])[CH:21]=[CH:20][CH:19]=[CH:18][CH:17]=1>CC#N>[CH3:1][S:2][C:3](=[N:6][N+:7]([O-:9])=[O:8])[N:4]([CH3:5])[C:23](=[O:24])[CH2:22][C:16]1[CH:21]=[CH:20][CH:19]=[CH:18][CH:17]=1 |f:1.2.3|. Reported procedure: To a mixture of S,N-dimethyl-N'-nitroisothiourea (0.5 g), CH3CN (20 ml) and potassium carbonate (0.93 g) was added a solution of phenylacetyl chloride (1.04 g) in CH3CN (2 ml) dropwise at room temperature over 10 minutes under stirring. After stirring for 3 hours, insolubles were filtered off and the filtrate was concentrated in vacuo. The resulting residue was applied to column chromatography on silica gel. The column was eluted with hexaneacetone (2:1) to afford 0.54 g of S,N-dimethyl-N'-nitro... Starting materials: N[C@@H](CC(O)=O)C(=O)O (Asp), N[C@@H](CS)C(=O)O (Cys), N[C@@H](CC1=CC=CC=C1)C(=O)O (Phe), N[C@@H](C)C(=O)O (Ala), N[C@@H](CCCC)C(=O)O (Nle), N[C@@H](CC1=CC=C(C=C1)O)C(=O)O (Tyr), N[C@@H](CC(C)C)C(=O)O (Leu), N[C@@H](CCC(O)=O)C(=O)O (Glu), NCC(=O)O (Gly), N[C@@H]([C@@H](C)CC)C(=O)O (Ile). The product is N[C@@H](CCCNC(N)=N)C(=O)O (Arg). RXN SMILES: [NH2:1][C@H:2]([C:7]([OH:9])=[O:8])[CH2:3][C:4](=O)O.[NH2:10][C@H:11](C(O)=O)CCC(=O)O.[NH2:20][CH2:21]C(O)=O.[NH2:25][C@H](C(O)=O)C.N[C@H](C(O)=O)CS.N[C@H](C(O)=O)[C@H](CC)C.N[C@H](C(O)=O)CC(C)C.N[C@H](C(O)=O)CCCC.N[C@H](C(O)=O)CC1C=CC(O)=CC=1.N[C@H](C(O)=O)CC1C=CC=CC=1>>[NH2:1][C@H:2]([C:7]([OH:9])=[O:8])[CH2:3][CH2:4][CH2:21][NH:20][C:11](=[NH:10])[NH2:25]. Procedure details: 1.02 ×2, Asp: 1.00 ×2, Ser: 0.89 ×5, Glu: 0.98, Gly: 0.99 ×5, Ala: 1.00, Cys: 0.76 ×2, Ile: 0.90, Leu: 1.00 ×2, Nle: 0.90, Tyr: 0.86, Phe: 0.98 ×2 Reactants: [OH-].[Na+] (NaOH), C(C)(=O)OCC (ethyl acetate), BrC=1C(=NC(=NC1)Cl)NCCCCNC(C1=CC(=CC=C1)[N+](=O)[O-])=O (N-[4-(5-bromo-2-chloro-pyrimidin-4-ylamino)-butyl]-3-nitro-benzamide), solution, Ti(III)Cl. The solvent is C1CCOC1 (THF), Cl (hydrochloric acid). Run at time 21 hour. The product is NC=1C=C(C(=O)NCCCCNC2=NC(=NC=C2Br)Cl)C=CC1 (3-Amino-N-[4-(5-bromo-2-chloro-pyrimidin-4-ylamino)-butyl]-benzamide). Reaction SMILES: [Br:1][C:2]1[C:3]([NH:9][CH2:10][CH2:11][CH2:12][CH2:13][NH:14][C:15](=[O:25])[C:16]2[CH:21]=[CH:20][CH:19]=[C:18]([N+:22]([O-])=O)[CH:17]=2)=[N:4][C:5]([Cl:8])=[N:6][CH:7]=1.[OH-].[Na+].C(OCC)(=O)C>C1COCC1.Cl>[NH2:22][C:18]1[CH:17]=[C:16]([CH:21]=[CH:20][CH:19]=1)[C:15]([NH:14][CH2:13][CH2:12][CH2:11][CH2:10][NH:9][C:3]1[C:2]([Br:1])=[CH:7][N:6]=[C:5]([Cl:8])[N:4]=1)=[O:25] |f:1.2|. Reported procedure: A solution of 568 mg (1.32 mmol) of N-[4-(5-bromo-2-chloro-pyrimidin-4-ylamino)-butyl]-3-nitro-benzamide in 15 ml of THF is mixed at room temperature with 9 ml of a 15% solution of Ti(III)Cl in approximately 10% hydrochloric acid. After 21 hours, the batch is made basic with 2N NaOH solution, mixed with ethyl acetate and filtered on Celite. The filter cake is rewashed with ethyl acetate. The organic phase of the filtrate is filtered through a Whatman filter and concentrated by evaporation. 447 m... Reactants: CCCCCCCCCCCCCC(=O)O (C14:0), CCCCCCCC/C=C\CCCCCCCC(=O)O (C18:1n-9), CCCCCCCCCCCC(=O)O (C12:0), CCCCCCCCCCCCCCCCCC(=O)O (C18:0), O=C[C@H](O)[C@@H](O)[C@H](O)[C@H](O)CO (dextrose), fatty acids, CCCCCCCCCCCCCCCC(=O)O (C16:0). The product is CCCCCCCCCCCCCCCCCCCC(=O)O (C20:0), polyunsaturated fatty acid. Isolated yield 8.4%. RXN SMILES: O=C[C@@H]([C@H]([C@@H]([C@@H](CO)O)O)O)O.[CH3:13][CH2:14][CH2:15][CH2:16][CH2:17][CH2:18][CH2:19][CH2:20][CH2:21][CH2:22][CH2:23][C:24]([OH:26])=[O:25].[CH3:27][CH2:28][CH2:29][CH2:30][CH2:31][CH2:32][CH2:33][CH2:34]CCCCCC(O)=O.CCCCCCCCCCCCCCCC(O)=O.CCCCCCCCCCCCCCCCCC(O)=O.CCCCCCCC/C=C\CCCCCCCC(O)=O>>[CH3:27][CH2:28][CH2:29][CH2:30][CH2:31][CH2:32][CH2:33][CH2:34][CH2:13][CH2:14][CH2:15][CH2:16][CH2:17][CH2:18][CH2:19][CH2:20][CH2:21][CH2:22][CH2:23][C:24]([OH:26])=[O:25]. Procedure: At the end of the six-week period, the third group of 5 rats was switched to a diet of palm oil (35% of total calories), protein (about 25% of total calories) and dextrose (the remainder of total calories) for two weeks, with vitamins and minerals continued as before. The palm oil was found by analysis to contain the following percentages of fatty acids (total fatty acid basis): 0.4% C12:0, 1.2% C14:0, 44.8% C16:0, 3.9% C18:0, 50.0% C18:1n-9, 8.4% C18:2n-6 and 0.3% C20:0, providing totals of 50....